From a dataset of the Open Reaction Database (ORD), a public repository of structured organic reaction records. describe an organic reaction: reactants, conditions, products, and yield The reactants are OC1=CC=NN1C1=NC=CC(=C1)C#N (2-(5-hydroxy-1H-pyrazol-1-yl)pyridine-4-carbonitrile), ClC=1C=C2CCCC(C2=CC1)O (6-chloro-1,2,3,4-tetrahydronaphthalen-1-ol). Yields the product ClC=1C=C2CCCC(C2=CC1)OC1=CC=NN1C1=NC=CC(=C1)C#N (2-[5-[(6-chloro-1,2,3,4-tetrahydronaphthalen-1-yl)oxy]pyrazol-1-yl]pyridine-4-carbonitrile). Reaction SMILES: [OH:1][C:2]1[N:6]([C:7]2[CH:12]=[C:11]([C:13]#[N:14])[CH:10]=[CH:9][N:8]=2)[N:5]=[CH:4][CH:3]=1.[Cl:15][C:16]1[CH:17]=[C:18]2[C:23](=[CH:24][CH:25]=1)[CH:22](O)[CH2:21][CH2:20][CH2:19]2>>[Cl:15][C:16]1[CH:17]=[C:18]2[C:23](=[CH:24][CH:25]=1)[CH:22]([O:1][C:2]1[N:6]([C:7]3[CH:12]=[C:11]([C:13]#[N:14])[CH:10]=[CH:9][N:8]=3)[N:5]=[CH:4][CH:3]=1)[CH2:21][CH2:20][CH2:19]2. Procedure: The title compound was prepared from 2-(5-hydroxy-1H-pyrazol-1-yl)pyridine-4-carbonitrile and 6-chloro-1,2,3,4-tetrahydronaphthalen-1-ol according to the procedure for the preparation of Example 39, part C. [M+H] Calc'd for C19H15ClN4O, 351. Found, 351. The reactants are c1ccc(CC2CCNCC2)cc1, CCOCC, N#Cc1cccc(NC(=O)CCl)c1. The product is N#Cc1cccc(NC(=O)CN2CCC(Cc3ccccc3)CC2)c1. Reaction SMILES: [CH2:14]([c:15]1[cH:16][cH:17][cH:18][cH:19][cH:20]1)[CH:21]1[CH2:22][CH2:23][NH:24][CH2:25][CH2:26]1.[CH2:27]([O:28][CH2:29][CH3:30])[CH3:31].[Cl:1][CH2:2][C:3](=[O:4])[NH:5][c:6]1[cH:7][c:8]([C:12]#[N:13])[cH:9][cH:10][cH:11]1>>[CH2:2]([C:3](=[O:4])[NH:5][c:6]1[cH:7][c:8]([C:12]#[N:13])[cH:9][cH:10][cH:11]1)[N:24]1[CH2:23][CH2:22][CH:21]([CH2:14][c:15]2[cH:16][cH:17][cH:18][cH:19][cH:20]2)[CH2:26][CH2:25]1. The reactants are B(Br)(Br)Br (boron tribromide), COC1=CC=C(C=C1)CC1=CC=C(C#N)C=C1 (4-[(4-Methoxyphenyl)methyl]benzonitrile), O (Water). The solvent is C(Cl)Cl (methylene chloride), C(Cl)Cl (methylene chloride). Conditions: time 18 hour. The product is OC1=CC=C(C=C1)CC1=CC=C(C#N)C=C1 (4-[(4-Hydroxyphenyl)methyl]benzonitrile). As a reaction SMILES: C[O:2][C:3]1[CH:8]=[CH:7][C:6]([CH2:9][C:10]2[CH:17]=[CH:16][C:13]([C:14]#[N:15])=[CH:12][CH:11]=2)=[CH:5][CH:4]=1.B(Br)(Br)Br.O>C(Cl)Cl>[OH:2][C:3]1[CH:4]=[CH:5][C:6]([CH2:9][C:10]2[CH:11]=[CH:12][C:13]([C:14]#[N:15])=[CH:16][CH:17]=2)=[CH:7][CH:8]=1. Procedure: To a solution of 26-3 (0.391 g, 1.75 mmol) in methylene chloride (6 ml) cooled in an ice-bath in a 3-necked round bottom flask equipped with a nitrogen inlet and rubber septum was added 1.0M boron tribromide in methylene chloride (3.9 ml, 3.9 mmol) via syringe. The resulting mixture was stirred 18 h while warming to ambient temperature. Water (7 ml) was added and the mixture was extracted with ether (35 ml). The organic fraction was washed with brine (10 ml), dried (sodium sulfate), and the solv... The reactants are BrCCCC(=O)OCC (ethyl 4-bromobutyrate), C(=O)([O-])[O-].[K+].[K+] (K2CO3), C(#N)C=1C=C(C=CC1)O (3-cyanophenol). Reported procedure: 3-cyanophenol (2 000 mg; 16.79 mmol; 1 eq.) was dissolved in DMF (40 mL). Then ethyl 4-bromobutyrate (3 602.35 mg; 18.47 mmol; 1.10 eq.) and K2CO3 (3 480.55 mg; 25.18 mmol; 1.50 eq.) were added to the reaction mixture. The reaction mixture was heated to 80° C. for 2 hours. The reaction mixture was cooled to RT and diluted with EtOAc. The organic layer was washed with water (3×), brine, dried over MgSO4 and concentrated affording the title compound as a colourless liquid (3.92 g, 96%). 1H NMR (DM... Product: C(#N)C=1C=C(OCCCC(=O)OCC)C=CC1 (Ethyl 4-(3-cyanophenoxy)butanoate). RXN SMILES: [C:1]([C:3]1[CH:4]=[C:5]([OH:9])[CH:6]=[CH:7][CH:8]=1)#[N:2].Br[CH2:11][CH2:12][CH2:13][C:14]([O:16][CH2:17][CH3:18])=[O:15].C([O-])([O-])=O.[K+].[K+]>CN(C=O)C.CCOC(C)=O>[C:1]([C:3]1[CH:4]=[C:5]([CH:6]=[CH:7][CH:8]=1)[O:9][CH2:11][CH2:12][CH2:13][C:14]([O:16][CH2:17][CH3:18])=[O:15])#[N:2] |f:2.3.4|. Conditions: temperature 80 celsius. Isolated yield 100.1%. The solvent is CCOC(=O)C (EtOAc), CN(C)C=O (DMF).